Dataset: the Open Reaction Database (ORD), a public repository of structured organic reaction records. Task: describe an organic reaction: reactants, conditions, products, and yield The reactants are CN1CC2=C(N(C=3C=CC(=CC23)C)CC(C)(O)C=2C=NC(=CC2)OC)CC1 (1-(2,8-dimethyl-1,2,3,4-tetrahydro-pyrido[4,3-b]indol-5-yl)-2-(6-methoxy-pyridin-3-yl)-propan-2-ol). Run in Cl (HCl). Yields the product CN1CC2=C(N(C=3C=CC(=CC23)C)CC(C)(O)C=2C=CC(=NC2)O)CC1 (5-[2-(2,8-dimethyl-1,2,3,4-tetrahydro-pyrido[4,3-b]indol-5-yl)-1-hydroxy-1-methyl-ethyl]-pyridin-2-ol). Reaction SMILES: [CH3:1][N:2]1[CH2:27][CH2:26][C:5]2[N:6]([CH2:14][C:15]([C:18]3[CH:19]=[N:20][C:21]([O:24]C)=[CH:22][CH:23]=3)([OH:17])[CH3:16])[C:7]3[CH:8]=[CH:9][C:10]([CH3:13])=[CH:11][C:12]=3[C:4]=2[CH2:3]1>Cl>[CH3:1][N:2]1[CH2:27][CH2:26][C:5]2[N:6]([CH2:14][C:15]([C:18]3[CH:23]=[CH:22][C:21]([OH:24])=[N:20][CH:19]=3)([OH:17])[CH3:16])[C:7]3[CH:8]=[CH:9][C:10]([CH3:13])=[CH:11][C:12]=3[C:4]=2[CH2:3]1. Procedure details: A solution of 1-(2,8-dimethyl-1,2,3,4-tetrahydro-pyrido[4,3-b]indol-5-yl)-2-(6-methoxy-pyridin-3-yl)-propan-2-ol (100 mg, 0.27 mmol) in 3N HCl (4 mL) was stirred at 100° C. for 4 h. The reaction mixture was concentrated under reduced pressure and the residue was purified by reverse phase HPLC to yield 5-[2-(2,8-dimethyl-1,2,3,4-tetrahydro-pyrido[4,3-b]indol-5-yl)-1-hydroxy-1-methyl-ethyl]-pyridin-2-ol. 1H NMR (CD3OD, freebase) δ (ppm): 7.58 (d, 1H), 7.2 (s, 1H), 7.1 (s, 1H), 7.0 (d, 1H), 6.8 (d,... Starting materials: CCOC(C)=O, CC(=O)Cl, CCCCCC, CC1CCCC(C(=O)c2[nH]c3cc(Cl)ccc3c2N)C1. Yields the product CC(=O)Nc1c(C(=O)C2CCCC(C)C2)[nH]c2cc(Cl)ccc12. Reaction SMILES: [C:31]([O:32][CH2:33][CH3:34])(=[O:35])[CH3:36].[CH3:21][C:22]([Cl:23])=[O:24].[CH3:25][CH2:26][CH2:27][CH2:28][CH2:29][CH3:30].[NH2:1][c:2]1[c:3]([C:12](=[O:13])[CH:14]2[CH2:15][CH:16]([CH3:20])[CH2:17][CH2:18][CH2:19]2)[nH:4][c:5]2[cH:6][c:7]([Cl:11])[cH:8][cH:9][c:10]12>>[NH:1]([c:2]1[c:3]([C:12](=[O:13])[CH:14]2[CH2:15][CH:16]([CH3:20])[CH2:17][CH2:18][CH2:19]2)[nH:4][c:5]2[cH:6][c:7]([Cl:11])[cH:8][cH:9][c:10]12)[C:22]([CH3:21])=[O:24]. Starting materials: CC=1C=2N(C3=CC=CC=C3N1)C=NC2C(=O)OCC (ethyl 4-methylimidazo[1,5-a]quinoxaline-3-carboxylate), C1(CC1)C(N)=NO (cyclopropancarboxamide oxime), Compound 10. Yields the product C1(CC1)C1=NOC(=N1)C=1N=CN2C1C(=NC1=CC=CC=C21)C (3-(3-Cyclopropyl-1,2,4-oxadiazol-5-yl)-4-methyl-imidazo[1,5-a]quinoxaline). Reaction SMILES: [CH3:1][C:2]1[C:3]2[N:4]([CH:12]=[N:13][C:14]=2[C:15]([O:17]CC)=O)[C:5]2[C:10]([N:11]=1)=[CH:9][CH:8]=[CH:7][CH:6]=2.[CH:20]1([C:23](=[N:25]O)[NH2:24])[CH2:22][CH2:21]1>>[CH:20]1([C:23]2[N:25]=[C:15]([C:14]3[N:13]=[CH:12][N:4]4[C:5]5[C:10](=[CH:9][CH:8]=[CH:7][CH:6]=5)[N:11]=[C:2]([CH3:1])[C:3]=34)[O:17][N:24]=2)[CH2:22][CH2:21]1. Procedure: M.p. 188°-189° C., from ethyl 4-methylimidazo[1,5-a]quinoxaline-3-carboxylate and cyclopropancarboxamide oxime. (Compound 10) The reactants are O=C([O-])[O-], CCOC(C)=O, Cc1ccccc1, CNC(=O)N1CCN(Cc2ccnc(Cl)c2)CC1, [Cs+], [Cs+], Nc1cc2ccccc2cn1, O=C(C=Cc1ccccc1)C=Cc1ccccc1, O=C(C=Cc1ccccc1)C=Cc1ccccc1, O=C(C=Cc1ccccc1)C=Cc1ccccc1, [Pd], [Pd]. Product: CNC(=O)N1CCN(Cc2ccnc(Nc3cc4ccccc4cn3)c2)CC1. Reaction SMILES: [C:30](=[O:31])([O-:32])[O-:33].[CH3:36][CH2:37][O:38][C:39]([CH3:40])=[O:41].[CH3:42][c:43]1[cH:44][cH:45][cH:46][cH:47][cH:48]1.[Cl:1][c:2]1[n:3][cH:4][cH:5][c:6]([CH2:8][N:9]2[CH2:10][CH2:11][N:12]([C:15]([NH:16][CH3:17])=[O:18])[CH2:13][CH2:14]2)[cH:7]1.[Cs+:34].[Cs+:35].[NH2:19][c:20]1[n:21][cH:22][c:23]2[cH:24][cH:25][cH:26][cH:27][c:28]2[cH:29]1.[O:51]=[C:52]([CH:53]=[CH:54][c:55]1[cH:56][cH:57][cH:58][cH:59][cH:60]1)[CH:61]=[CH:62][c:63]1[cH:64][cH:65][cH:66][cH:67][cH:68]1.[O:69]=[C:70]([CH:71]=[CH:72][c:73]1[cH:74][cH:75][cH:76][cH:77][cH:78]1)[CH:79]=[CH:80][c:81]1[cH:82][cH:83][cH:84][cH:85][cH:86]1.[O:87]=[C:88]([CH:89]=[CH:90][c:91]1[cH:92][cH:93][cH:94][cH:95][cH:96]1)[CH:97]=[CH:98][c:99]1[cH:100][cH:101][cH:102][cH:103][cH:104]1.[Pd:49].[Pd:50]>>[c:2]1([NH:19][c:20]2[n:21][cH:22][c:23]3[cH:24][cH:25][cH:26][cH:27][c:28]3[cH:29]2)[n:3][cH:4][cH:5][c:6]([CH2:8][N:9]2[CH2:10][CH2:11][N:12]([C:15]([NH:16][CH3:17])=[O:18])[CH2:13][CH2:14]2)[cH:7]1. Starting materials: CC1(OC2=C(C(=CC(=C2)C(C)CCCC2=CC=CC=C2)O)C=2C1=CC=NC2)C (5,5-dimethyl-10-hydroxy-8-[5-phenyl-2-pentyl]-5H-[1]benzopyrano[3,4-d]pyridine), Cl.N1(CCCCC1)CCCC(=O)O (γ-piperidinobutyric acid hydrochloride), C1(CCCCC1)N=C=NC1CCCCC1 (dicyclohexyl carbodiimide). Product: Cl.CC1(OC2=C(C(=CC(=C2)C(C)CCCC2=CC=CC=C2)OC(CCCN2CCCCC2)=O)C=2C1=CC=NC2)C (5,5-Dimethyl-8-[5-phenyl-2-pentyl]-10-[4-(piperidino)butyryloxy]-5H-[1]benzopyrano[3,4-d]pyridine hydrochloride). As a reaction SMILES: [CH3:1][C:2]1([CH3:28])[C:23]2=[CH:24][CH:25]=[N:26][CH:27]=[C:22]2[C:5]2[C:6]([OH:21])=[CH:7][C:8]([CH:10]([CH2:12][CH2:13][CH2:14][C:15]3[CH:20]=[CH:19][CH:18]=[CH:17][CH:16]=3)[CH3:11])=[CH:9][C:4]=2[O:3]1.[ClH:29].[N:30]1([CH2:36][CH2:37][CH2:38][C:39](O)=[O:40])[CH2:35][CH2:34][CH2:33][CH2:32][CH2:31]1.C1(N=C=NC2CCCCC2)CCCCC1>>[ClH:29].[CH3:28][C:2]1([CH3:1])[C:23]2=[CH:24][CH:25]=[N:26][CH:27]=[C:22]2[C:5]2[C:6]([O:21][C:39](=[O:40])[CH2:38][CH2:37][CH2:36][N:30]3[CH2:35][CH2:34][CH2:33][CH2:32][CH2:31]3)=[CH:7][C:8]([CH:10]([CH2:12][CH2:13][CH2:14][C:15]3[CH:20]=[CH:19][CH:18]=[CH:17][CH:16]=3)[CH3:11])=[CH:9][C:4]=2[O:3]1 |f:1.2,4.5|. Procedure details: 5,5-Dimethyl-8-[5-phenyl-2-pentyl]-10-[4-(piperidino)butyryloxy]-5H-[1]benzopyrano[3,4-d]pyridine hydrochloride is prepared according to the method of Example 29 by reacting equimolar quantities of 5,5-dimethyl-10-hydroxy-8-[5-phenyl-2-pentyl]-5H-[1]benzopyrano[3,4-d]pyridine and γ-piperidinobutyric acid hydrochloride in the presence of dicyclohexyl carbodiimide. Reactants: C1(CCCCC1)C(C=1OC2=C(C1)C=CC(=C2)OC)NC2=CC=C(C(=O)O)C=C2 (4-{[cyclohexyl(6-methoxy-1-benzofuran-2-yl)methyl]amino}benzoic acid), CNCCC(=O)OCC (ethyl 3-(methylamino)propanoate), compound. Yields the product C1(CCCCC1)C(C=1OC2=C(C1)C=CC(=C2)OC)NC2=CC=C(C=C2)C(=O)N(CCC(=O)O)C (3-{[(4-{[cyclohexyl(6-methoxy-1-benzofuran-2-yl)methyl]amino}phenyl)carbonyl](methyl)amino}propanoic acid). Reaction SMILES: [CH:1]1([CH:7]([NH:19][C:20]2[CH:28]=[CH:27][C:23]([C:24](O)=[O:25])=[CH:22][CH:21]=2)[C:8]2[O:9][C:10]3[CH:16]=[C:15]([O:17][CH3:18])[CH:14]=[CH:13][C:11]=3[CH:12]=2)[CH2:6][CH2:5][CH2:4][CH2:3][CH2:2]1.[CH3:29][NH:30][CH2:31][CH2:32][C:33]([O:35]CC)=[O:34]>>[CH:1]1([CH:7]([NH:19][C:20]2[CH:28]=[CH:27][C:23]([C:24]([N:30]([CH3:29])[CH2:31][CH2:32][C:33]([OH:35])=[O:34])=[O:25])=[CH:22][CH:21]=2)[C:8]2[O:9][C:10]3[CH:16]=[C:15]([O:17][CH3:18])[CH:14]=[CH:13][C:11]=3[CH:12]=2)[CH2:6][CH2:5][CH2:4][CH2:3][CH2:2]1. Procedure: Using 4-{[cyclohexyl(6-methoxy-1-benzofuran-2-yl)methyl]amino}benzoic acid (300 mg) synthesized above and ethyl 3-(methylamino)propanoate (125 mg) and in the same manner as in Example A1(4), the title object compound (201 mg, 55%) was obtained as a white solid. Reactants: C(C)(=O)OC1=CC=2CC[C@H]3[C@@H]4CCC([C@@]4(C)CC[C@@]3(C2C=C1)O)=O (3-Acetoxy-9α-hydroxyoestra-1,3,5(10)-trien-17-one), ceric ammonium nitrate, O (water). Run in C(C)(=O)O (acetic acid). The product is title compound, C(C)(=O)OC1=CC=2CC[C@H]3[C@@H]4CCC([C@@]4(C)CC=C3C2C=C1)=O (3-acetoxyoestra-1,3,5(10),9(11)-tetraen-17-one). Yield: 30.0%. RXN SMILES: [C:1]([O:4][C:5]1[CH:22]=[CH:21][C:20]2[C@:19]3(O)[C@H:10]([C@H:11]4[C@@:15]([CH2:17][CH2:18]3)([CH3:16])[C:14](=[O:24])[CH2:13][CH2:12]4)[CH2:9][CH2:8][C:7]=2[CH:6]=1)(=[O:3])[CH3:2].O>C(O)(=O)C>[C:1]([O:4][C:5]1[CH:22]=[CH:21][C:20]2[C:19]3[C@H:10]([C@H:11]4[C@@:15]([CH2:17][CH:18]=3)([CH3:16])[C:14](=[O:24])[CH2:13][CH2:12]4)[CH2:9][CH2:8][C:7]=2[CH:6]=1)(=[O:3])[CH3:2]. Reported procedure: 3-Acetoxy-9α-hydroxyoestra-1,3,5(10)-trien-17-one (100 mg) was reacted with ceric ammonium nitrate (0.33 g) in 90% aqueous acetic acid (50 ml) for 1 hour. The mixture was poured into water and extracted with ether to yield title compound (30%) m.p. 188°-190° and also 3-acetoxyoestra-1,3,5(10),9(11)-tetraen-17-one (30%) arising from acid dehydration of the 9α-hydroxy starting material and indicating that the starting material for the ceric oxidation is in fact the Δ9(11) compound formed in situ. Reactants: C, CN(C)C=O, [H][H], COc1ccc(C=C2SC(=O)NC2=O)cc1CNC(=O)c1ccc(C(F)(F)F)cc1, [Pd]. Yields the product COc1ccc(CC2SC(=O)NC2=O)cc1CNC(=O)c1ccc(C(F)(F)F)cc1. RXN SMILES: [C:38].[CH3:33][N:34]([CH3:35])[CH:36]=[O:37].[H:31][H:32].[O:1]=[C:2]1[S:3][C:4](=[CH:8][c:9]2[cH:10][cH:11][c:12]([O:29][CH3:30])[c:13]([CH2:14][NH:15][C:16]([c:17]3[cH:18][cH:19][c:20]([C:23]([F:24])([F:25])[F:26])[cH:21][cH:22]3)=[O:27])[cH:28]2)[C:5](=[O:7])[NH:6]1.[Pd:39]>>[O:1]=[C:2]1[S:3][CH:4]([CH2:8][c:9]2[cH:10][cH:11][c:12]([O:29][CH3:30])[c:13]([CH2:14][NH:15][C:16]([c:17]3[cH:18][cH:19][c:20]([C:23]([F:24])([F:25])[F:26])[cH:21][cH:22]3)=[O:27])[cH:28]2)[C:5](=[O:7])[NH:6]1. Starting materials: C1CCOC1, CO, CCO, N, N#Cc1ccccc1-n1cnc2cnc3ccc(-c4ccccc4)cc3c21. Yields the product NCc1ccccc1-n1cnc2cnc3ccc(-c4ccccc4)cc3c21. As a reaction SMILES: [CH2:28]1[O:29][CH2:30][CH2:31][CH2:32]1.[CH3:34][OH:35].[CH3:36][CH2:37][OH:38].[NH3:33].[c:1]1(-[c:7]2[cH:8][c:9]3[c:10]4[c:11]([cH:12][n:13][c:14]3[cH:15][cH:16]2)[n:17][cH:18][n:19]4-[c:20]2[c:21]([C:22]#[N:23])[cH:24][cH:25][cH:26][cH:27]2)[cH:2][cH:3][cH:4][cH:5][cH:6]1>>[c:1]1(-[c:7]2[cH:8][c:9]3[c:10]4[c:11]([cH:12][n:13][c:14]3[cH:15][cH:16]2)[n:17][cH:18][n:19]4-[c:20]2[c:21]([CH2:22][NH2:23])[cH:24][cH:25][cH:26][cH:27]2)[cH:2][cH:3][cH:4][cH:5][cH:6]1. Reactants: O (water), S(O)(O)(=O)=O (sulfuric acid), resultant solution, C(C)OC(C1=CC=C(C=C1)\C=C(/C#N)\C1=CC(=C(C=C1)OC)OC)OCC ((Z)-3-(4-diethoxymethyl-phenyl)-2-(3,4-dimethoxy-phenyl)-acrylonitrile). The solvent is CO (methanol). Yields the product COC=1C=C(C=CC1OC)/C(/C#N)=C/C1=CC=C(C=C1)C=O ((Z)-2-(3,4-dimethoxy-phenyl)-3-(4-formyl-phenyl)-acrylonitrile). Yield: 81.7%. As a reaction SMILES: C([O:3][CH:4](OCC)[C:5]1[CH:10]=[CH:9][C:8](/[CH:11]=[C:12](/[C:15]2[CH:20]=[CH:19][C:18]([O:21][CH3:22])=[C:17]([O:23][CH3:24])[CH:16]=2)\[C:13]#[N:14])=[CH:7][CH:6]=1)C.O.S(=O)(=O)(O)O>CO>[CH3:24][O:23][C:17]1[CH:16]=[C:15](/[C:12](=[CH:11]/[C:8]2[CH:7]=[CH:6][C:5]([CH:4]=[O:3])=[CH:10][CH:9]=2)/[C:13]#[N:14])[CH:20]=[CH:19][C:18]=1[O:21][CH3:22]. Procedure: 4-Diethoxymethyl-benzaldehyde (4.16 g) and 3,4-dimethoxybenzyl cyanide (3.54 g) were subjected to condensation in accordance with process A of (production process 2), to thereby produce (Z)-3-(4-diethoxymethyl-phenyl)-2-(3,4-dimethoxy-phenyl)-acrylonitrile (6.54 g, yield: 89%). The thus-produced (Z)-3-(4-diethoxymethyl-phenyl)-2-(3,4-dimethoxy-phenyl)-acrylonitrile (1.84 g) was dissolved in methanol, and water and 2N sulfuric acid were added to the resultant solution, followed by stirring, to th...